Task: describe an organic reaction: reactants, conditions, products, and yield. Dataset: the Open Reaction Database (ORD), a public repository of structured organic reaction records The reactants are C(C)(C)(C)NC(=O)C1=C(C(=NO1)C)C(=O)O (5-tert-butylaminocarbonyl-3-methylisoxazole-4-carboxylic acid), CO (methanol), OS(=O)(=O)O (H2SO4). Reaction conditions: time 2 day. Yields the product C(C)(C)(C)NC(=O)C1=C(C(=NO1)C)C(=O)OC (methyl 5-tert-butylaminocarbonyl-3-methylisoxazole-4-carboxylate). As a reaction SMILES: [C:1]([NH:5][C:6]([C:8]1[O:12][N:11]=[C:10]([CH3:13])[C:9]=1[C:14]([OH:16])=[O:15])=[O:7])([CH3:4])([CH3:3])[CH3:2].OS(O)(=O)=O.[CH3:22]O>>[C:1]([NH:5][C:6]([C:8]1[O:12][N:11]=[C:10]([CH3:13])[C:9]=1[C:14]([O:16][CH3:22])=[O:15])=[O:7])([CH3:4])([CH3:2])[CH3:3]. Procedure details: 5.0 g of 5-tert-butylaminocarbonyl-3-methylisoxazole-4-carboxylic acid are dissolved in 200 ml of methanol, and 5 ml of concentrated H2SO4 are added. After 2 days, the mixture is evaporated down, the residue is partitioned between ethyl acetate and water and the organic phase is evaporated down. 4.0 g of methyl 5-tert-butylaminocarbonyl-3-methylisoxazole-4-carboxylate are obtained as a colorless oil (compound No. 1007).